From a dataset of the Open Reaction Database (ORD), a public repository of structured organic reaction records. describe an organic reaction: reactants, conditions, products, and yield The reactants are [N+](=O)([O-])C=1C=C(CCl)C=C(C1)[N+](=O)[O-] (3,5-Dinitrobenzyl chloride), CC1=NC2=CC=CC=C2C1(C)C (2,3,3-trimethylindole), [I-].[Na+] (sodium iodide). The solvent is S1(=O)(=O)CCCC1 (sulpholane). Yields the product [I-].[N+](=O)([O-])C=1C=C(C[N+]2=C(C(C3=CC=CC=C23)(C)C)C)C=C(C1)[N+](=O)[O-] (1-(3,5-Dinitrobenzyl)-2,3,3-trimethylindolium iodide). The yield is 57.0%. RXN SMILES: [N+:1]([C:4]1[CH:5]=[C:6]([CH:9]=[C:10]([N+:12]([O-:14])=[O:13])[CH:11]=1)[CH2:7]Cl)([O-:3])=[O:2].[CH3:15][C:16]1[C:24]([CH3:26])([CH3:25])[C:23]2[C:18](=[CH:19][CH:20]=[CH:21][CH:22]=2)[N:17]=1.[I-:27].[Na+]>S1(CCCC1)(=O)=O>[I-:27].[N+:1]([C:4]1[CH:5]=[C:6]([CH:9]=[C:10]([N+:12]([O-:14])=[O:13])[CH:11]=1)[CH2:7][N+:17]1[C:18]2[C:23](=[CH:22][CH:21]=[CH:20][CH:19]=2)[C:24]([CH3:26])([CH3:25])[C:16]=1[CH3:15])([O-:3])=[O:2] |f:2.3,5.6|. Procedure details: 3,5-Dinitrobenzyl chloride (100 mg, 0.46 mmol), 2,3,3-trimethylindole (74 μ, 73.2 mg, 0.46 mmol) and sodium iodide (69 mg, 0.46 mmol) were heated at 100° C. in sulpholane (5 ml) for 16 hours. After cooling to room temperature the product was isolated by reverse phase HPLC (89.7 mg, 0.26 mmol, 57% yield). Starting materials: C1(\C=C/C(=O)O1)=O (maleic acid anhydride), amido, NC1=CC=CC=C1 (aniline), C1(=CC=CC=C1)N=C=O (phenyl isocyanate). Solvent: CN1C(CCC1)=O (N-methyl pyrrolidone). Reaction conditions: time 1 hour. The product is C1(=CC=CC=C1)N1C(=O)N(C(=O)C1CC(=O)NC1=CC=CC=C1)C1=CC=CC=C1 (1,3-Diphenyl-5-(N-phenylaminocarbonylmethyl)-hydantoin), crystals. RXN SMILES: [NH2:1][C:2]1[CH:7]=[CH:6][CH:5]=[CH:4][CH:3]=1.[C:8]1(=[O:14])[O:13][C:11](=O)[CH:10]=[CH:9]1.[C:15]1([N:21]=[C:22]=[O:23])[CH:20]=[CH:19][CH:18]=[CH:17][CH:16]=1>CN1CCCC1=O>[C:2]1([N:1]2[CH:10]([CH2:9][C:8]([NH:1][C:2]3[CH:7]=[CH:6][CH:5]=[CH:4][CH:3]=3)=[O:14])[C:11](=[O:13])[N:21]([C:15]3[CH:20]=[CH:19][CH:18]=[CH:17][CH:16]=3)[C:22]2=[O:23])[CH:7]=[CH:6][CH:5]=[CH:4][CH:3]=1. Reported procedure: 93 g of aniline are added dropwise with cooling at approximately 30° C. to a solution of 98 g of maleic acid anhydride in 300 g of N-methyl pyrrolidone. To complete the formation of the amido acid, the mixture is then stirred for 1 hour at the above-mentioned temperature. 238 g of phenyl isocyanate are then added dropwise at 20° C. and the condensation reaction is carried out with stirring for 1 hour at 50° C., for 2 hours at 90° C., for 2 hours at 120° C. and for 6 hours at 150° C. The reaction... The reactants are CO.C(Cl)(Cl)Cl (methanol chloroform), NC1=NC(=C(C(=N1)N)C1=C(C(=C(C=C1)[N+](=O)[O-])Cl)Cl)C (2,4-Diamino-5-(2,3-dichloro-4-nitrophenyl)-6-methylpyrimidine), amine, diazonium salt. The reagents and catalysts are Cl[Cu] (CuCl). Product: NC1=NC(=C(C(=N1)N)C1=C(C(=C(C=C1)Cl)Cl)Cl)C (2,4-Diamino-5-(2,3,4-trichlorophenyl)-6-methylpyrimidine). Reaction SMILES: [NH2:1][C:2]1[N:7]=[C:6]([NH2:8])[C:5]([C:9]2[CH:14]=[CH:13][C:12]([N+]([O-])=O)=[C:11]([Cl:18])[C:10]=2[Cl:19])=[C:4]([CH3:20])[N:3]=1.CO.C(Cl)(Cl)[Cl:24]>Cl[Cu]>[NH2:1][C:2]1[N:7]=[C:6]([NH2:8])[C:5]([C:9]2[CH:14]=[CH:13][C:12]([Cl:24])=[C:11]([Cl:18])[C:10]=2[Cl:19])=[C:4]([CH3:20])[N:3]=1 |f:1.2|. Procedure: This compound was made from the compound of Example 47 by reduction to the amine (PtO2, H2, AcOH), formation of the diazonium salt (NaNO2, H2SO4), and reaction of this with CuCl (as for Example 57). Sublimes at 275° C. Homogenous on TLC (methanol/chloroform, 1:9) Rf=0.36. The reactants are COC(=O)C1NCCC1O, CCN(C(C)C)C(C)C, Cc1c(N=C=O)ccc(C#N)c1Cl, ClCCl, Cl. The product is Cc1c(N2C(=O)C3C(O)CCN3C2=O)ccc(C#N)c1Cl. RXN SMILES: [CH3:1][O:2][C:3]([CH:4]1[NH:5][CH2:6][CH2:7][CH:8]1[OH:9])=[O:10].[CH:12]([N:13]([CH:14]([CH3:15])[CH3:16])[CH2:17][CH3:18])([CH3:19])[CH3:20].[Cl:21][c:22]1[c:23]([C:24]#[N:25])[cH:26][cH:27][c:28]([N:31]=[C:32]=[O:33])[c:29]1[CH3:30].[Cl:34][CH2:35][Cl:36].[ClH:11]>>[C:3]1(=[O:10])[CH:4]2[N:5]([CH2:6][CH2:7][CH:8]2[OH:9])[C:32](=[O:33])[N:31]1[c:28]1[cH:27][cH:26][c:23]([C:24]#[N:25])[c:22]([Cl:21])[c:29]1[CH3:30]. The reactants are O=C1Cc2cc(Br)ccc2N1, CCN(CC)CCN1CCc2[nH]c(C=O)c(C)c2C1=O. The product is CCN(CC)CCN1CCc2[nH]c(C=C3C(=O)Nc4ccc(Br)cc43)c(C)c2C1=O. RXN SMILES: [Br:21][c:22]1[cH:23][c:24]2[c:28]([cH:29][cH:30]1)[NH:27][C:26](=[O:31])[CH2:25]2.[CH2:1]([CH3:2])[N:3]([CH2:4][CH2:5][N:6]1[C:7](=[O:18])[c:8]2[c:9]([nH:12][c:13]([CH:16]=[O:17])[c:14]2[CH3:15])[CH2:10][CH2:11]1)[CH2:19][CH3:20]>>[CH2:1]([CH3:2])[N:3]([CH2:4][CH2:5][N:6]1[C:7](=[O:18])[c:8]2[c:9]([nH:12][c:13]([CH:16]=[C:25]3[c:24]4[cH:23][c:22]([Br:21])[cH:30][cH:29][c:28]4[NH:27][C:26]3=[O:31])[c:14]2[CH3:15])[CH2:10][CH2:11]1)[CH2:19][CH3:20].